This data is from the Open Reaction Database (ORD), a public repository of structured organic reaction records. The task is: describe an organic reaction: reactants, conditions, products, and yield The reactants are C(CC1=CC=CC=C1)[SiH](Cl)Cl (phenethyldichlorosilane), C1=CCCCC1 (cylcohexene). The reagents and catalysts are [H+].[H+].Cl[Pt-2](Cl)(Cl)(Cl)(Cl)Cl (chloroplatinic acid). Solvent: C(C)(C)O (isopropanol). Run at time 17.5 hour. Yields the product C1(CCCCC1)[Si](Cl)(Cl)CCC1=CC=CC=C1 (cyclohexylphenethyldichlorosilane). Yield: 60.7%. As a reaction SMILES: [CH2:1]([SiH:9]([Cl:11])[Cl:10])[CH2:2][C:3]1[CH:8]=[CH:7][CH:6]=[CH:5][CH:4]=1.[CH:12]1[CH2:17][CH2:16][CH2:15][CH2:14][CH:13]=1>C(O)(C)C.[H+].[H+].Cl[Pt-2](Cl)(Cl)(Cl)(Cl)Cl>[CH:12]1([Si:9]([CH2:1][CH2:2][C:3]2[CH:8]=[CH:7][CH:6]=[CH:5][CH:4]=2)([Cl:11])[Cl:10])[CH2:17][CH2:16][CH2:15][CH2:14][CH2:13]1 |f:3.4.5|. Procedure details: Then into a 100 ml pressure-proof stainless steel reactor; 6.21 g (30.3 millimol) of the above-mentioned phenethyldichlorosilane, 4.47 g (54.4 millimol) of cylcohexene and 0.1 ml of a chloroplatinic acid solution in isopropanol (0.03 mol % relative to phenethyldichlorosilane) were charged and sealed. Reaction was carried out in an oil bath at 100° C. with stirring for 17.5 hours. After completion of reaction, the reacted solution was subjected to vacuum distillation to obtain 5.30 g (18.4 millim... The reactants are CC1=NOC(=C1CN1N=CC(=C1)N1C(NCC1)=O)C (1-(1-((3,5-dimethylisoxazol-4-yl)methyl)-1H-pyrazol-4-yl)imidazolidin-2-one), [H-].[Na+] (sodium hydride), C(C1=CC=CC=C1)Br (Benzyl bromide). Solvent: CN(C)C=O (DMF). Conditions: temperature 0 celsius. The product is C(C1=CC=CC=C1)N1C(N(CC1)C=1C=NN(C1)CC=1C(=NOC1C)C)=O (1-benzyl-3-(1-((3,5-dimethylisoxazol-4-yl)methyl)-1H-pyrazol-4-yl)imidazolidin-2-one). Isolated yield 31.5%. As a reaction SMILES: [CH3:1][C:2]1[C:6]([CH2:7][N:8]2[CH:12]=[C:11]([N:13]3[CH2:17][CH2:16][NH:15][C:14]3=[O:18])[CH:10]=[N:9]2)=[C:5]([CH3:19])[O:4][N:3]=1.[H-].[Na+].[CH2:22](Br)[C:23]1[CH:28]=[CH:27][CH:26]=[CH:25][CH:24]=1>CN(C=O)C>[CH2:22]([N:15]1[CH2:16][CH2:17][N:13]([C:11]2[CH:10]=[N:9][N:8]([CH2:7][C:6]3[C:2]([CH3:1])=[N:3][O:4][C:5]=3[CH3:19])[CH:12]=2)[C:14]1=[O:18])[C:23]1[CH:28]=[CH:27][CH:26]=[CH:25][CH:24]=1 |f:1.2|. Reported procedure: 1-(1-((3,5-dimethylisoxazol-4-yl)methyl)-1H-pyrazol-4-yl)imidazolidin-2-one (example 10-88a) (50 mg, 0.19 mmol) and 60% sodium hydride (8 mg, 0.21 mmol) in DMF (3 mL) were stirred at room temperature for 15 minutes then cooled to 0° C. Benzyl bromide (33 mg, 0.19 mmol) was added to the mixture and allowed to warm up at room temperature for 2 hours. The reaction was quenched with methanol and concentrated on the rotovap. The reaction was diluted with brine (50 mL) and extracted with dichlorometha...